Task: describe an organic reaction: reactants, conditions, products, and yield. Dataset: the Open Reaction Database (ORD), a public repository of structured organic reaction records The product is CN(S(=O)(=O)C)C1CCN(CC1)CC1=CC=2N=C(N=C(C2S1)N1CCOCC1)C=1C=CC(=NC1)N (5-(6-((4-(N-methyl,N-methylsulfonylamino)piperidin-1-yl)methyl)-4-morpholinothieno[3,2-d]pyrimidin-2-yl)pyridin-2-amine). Reactants: ClC=1N=C(C2=C(N1)C=C(S2)CN2CCC(CC2)N(S(=O)(=O)C)C)N2CCOCC2 (N-[1-(2-chloro-4-morpholin-4-yl-thieno[3,2-d]pyrimidin-6-ylmethyl)-piperidin-4-yl]-N-methyl-methanesulfonamide), CC1(OB(OC1(C)C)C=1C=CC(=NC1)N)C (5-(4,4,5,5-tetramethyl-[1,3,2]dioxaborolan-2-yl)-pyridin-2-ylamine), C(=O)([O-])[O-].[Na+].[Na+] (Na2CO3), Cl (HCl). Reaction conditions: temperature 140 celsius. Procedure details: A suspension of N-[1-(2-chloro-4-morpholin-4-yl-thieno[3,2-d]pyrimidin-6-ylmethyl)-piperidin-4-yl]-N-methyl-methanesulfonamide (148 mg, 0.32 mmol), 5-(4,4,5,5-tetramethyl-[1,3,2]dioxaborolan-2-yl)-pyridin-2-ylamine (86 mg, 0.39 mmol), 1M Na2CO3 (1 ml, 1 mmol) and Pd(PPh3)2Cl2 (21 mg, 0.03 mmol) in acetonitrile was heated in a microwave at 140° C. for 25 mins. The reaction was then acidified with 2N HCl (aq) extracted with ethyl acetate, the water layer separated and basified with K2CO3 (sat. aq)... The reagents and catalysts are Cl[Pd]([P](C1=CC=CC=C1)(C2=CC=CC=C2)C3=CC=CC=C3)([P](C4=CC=CC=C4)(C5=CC=CC=C5)C6=CC=CC=C6)Cl (Pd(PPh3)2Cl2). Reaction SMILES: Cl[C:2]1[N:3]=[C:4]([N:24]2[CH2:29][CH2:28][O:27][CH2:26][CH2:25]2)[C:5]2[S:10][C:9]([CH2:11][N:12]3[CH2:17][CH2:16][CH:15]([N:18]([CH3:23])[S:19]([CH3:22])(=[O:21])=[O:20])[CH2:14][CH2:13]3)=[CH:8][C:6]=2[N:7]=1.CC1(C)C(C)(C)OB([C:38]2[CH:39]=[CH:40][C:41]([NH2:44])=[N:42][CH:43]=2)O1.C([O-])([O-])=O.[Na+].[Na+].Cl>C(#N)C.Cl[Pd](Cl)([P](C1C=CC=CC=1)(C1C=CC=CC=1)C1C=CC=CC=1)[P](C1C=CC=CC=1)(C1C=CC=CC=1)C1C=CC=CC=1>[CH3:23][N:18]([CH:15]1[CH2:16][CH2:17][N:12]([CH2:11][C:9]2[S:10][C:5]3[C:4]([N:24]4[CH2:29][CH2:28][O:27][CH2:26][CH2:25]4)=[N:3][C:2]([C:38]4[CH:39]=[CH:40][C:41]([NH2:44])=[N:42][CH:43]=4)=[N:7][C:6]=3[CH:8]=2)[CH2:13][CH2:14]1)[S:19]([CH3:22])(=[O:21])=[O:20] |f:2.3.4,^1:58,77|. Run in C(C)#N (acetonitrile). Reactants: C, CCOP(=O)(CNCc1ccccc1)OCC, CCO, CC(=O)O, [Pd]. Yields the product CCOP(=O)(CN)OCC. Reaction SMILES: [C:25].[CH2:1]([c:2]1[cH:3][cH:4][cH:5][cH:6][cH:7]1)[NH:8][CH2:9][P:10]([O:11][CH2:12][CH3:13])([O:14][CH2:15][CH3:16])=[O:17].[CH3:18][CH2:19][OH:20].[CH3:21][C:22](=[O:23])[OH:24].[Pd:26]>>[NH2:8][CH2:9][P:10]([O:11][CH2:12][CH3:13])([O:14][CH2:15][CH3:16])=[O:17]. The reactants are C(CCC)[Li] (n-butyl lithium), C(C)OC(C1=C(C=CC=C1)OC)=O (2-methoxy-benzoic acid ethyl ester), [OH-].[Na+] (NaOH), ( g ), C(C)#N (acetonitrile). Solvent: hexanes, C1CCOC1 (THF), C1CCOC1 (THF). Conditions: temperature -78 celsius, time 8 hour. Product: COC1=C(C=CC=C1)C(CC#N)=O (3-(2-methoxy-phenyl)-3-oxo-propionitrile). RXN SMILES: [C:1](#[N:3])[CH3:2].C([Li])CCC.C([O:11][C:12](=O)[C:13]1[CH:18]=[CH:17][CH:16]=[CH:15][C:14]=1[O:19][CH3:20])C.[OH-].[Na+]>C1COCC1>[CH3:20][O:19][C:14]1[CH:15]=[CH:16][CH:17]=[CH:18][C:13]=1[C:12](=[O:11])[CH2:2][C:1]#[N:3] |f:3.4|. Procedure: Under Ar(g), a solution of anhydrous acetonitrile (1.6 mL) in 35 mL anhydrous THF is cooled to −78° C. in a dry ice-acetone bath and then slowly treated with 12 mL of a 2.5 M n-butyl lithium in hexanes. The reaction mixture is maintained at −78° C. for an additional 45 min. and then slowly treated with a solution of 5 gms. of 2-methoxy-benzoic acid ethyl ester in 5 niL of anhydrous THF. The resulting solution is then stirred overnight at room temperature. Subsequently, the reaction mixture is tr... The reactants are OC[C@@H]1[C@]2(CC(=O)O)[C@@H](CC1)[C@@H]1CN(C3=C[C@H](CC[C@]3(C)[C@H]1CC2)O)C(C)(C)C (17β-hydroxymethyl-3β-hydroxy-6-t-butylcarboxy-6-azaandrost-4-ene), O=[Cr](=O)=O.C1=NC=CC=C1.C2=NC=CC=C2 (Collins' reagent). The solvent is C(Cl)Cl (methylene chloride), C(Cl)Cl (methylene chloride). Product: C(=O)[C@@H]1[C@]2(CC(=O)O)[C@@H](CC1)[C@@H]1CN(C3=CC(CC[C@]3(C)[C@H]1CC2)=O)C(C)(C)C (17β-formyl-6-t-butylcarboxy-6-azaandrost-4-en-3-one). As a reaction SMILES: [OH:1][CH2:2][C@H:3]1[CH2:11][CH2:10][C@H:9]2[C@H:12]3[C@H:22]([CH2:23][CH2:24][C@:4]12[CH2:5][C:6]([OH:8])=[O:7])[C@:20]1([CH3:21])[C:15](=[CH:16][C@@H:17]([OH:25])[CH2:18][CH2:19]1)[N:14]([C:26]([CH3:29])([CH3:28])[CH3:27])[CH2:13]3.O=[Cr](=O)=O.C1C=CC=CN=1.C1C=CC=CN=1>C(Cl)Cl>[CH:2]([C@H:3]1[CH2:11][CH2:10][C@H:9]2[C@H:12]3[C@H:22]([CH2:23][CH2:24][C@:4]12[CH2:5][C:6]([OH:8])=[O:7])[C@:20]1([CH3:21])[C:15](=[CH:16][C:17](=[O:25])[CH2:18][CH2:19]1)[N:14]([C:26]([CH3:29])([CH3:28])[CH3:27])[CH2:13]3)=[O:1] |f:1.2.3|. Procedure: A solution of 17β-hydroxymethyl-3β-hydroxy-6-t-butylcarboxy-6-azaandrost-4-ene (182 mg, 0.448 mmol), prepared in part A above, in methylene chloride (7 mL) is added to freshly prepared Collins' reagent. (CrO3 ·2 pyridine) in methylene chloride (12 mL) at 0° C. After 15 minutes the solvent is decanted from the tar, the tar is triturated with methylene chloride (2×30 mL), the combined methylene chloride washed with 2N NaOH, saturated aqueous NaHSO4, saturated aqueous NaCl, dried over MgSO4, concen... Starting materials: OC[C@@H]1NCCC1 ((R)-2-(hydroxymethyl)pyrrolidine), O1CCOC2=C1C=CC(=C2)SC2=C(C=C(C=C2)C2=CC=NC=C2)C(F)(F)F (4-(4-(2,3-dihydro-benzo(1,4)dioxin-6-ylsulfanyl)-3-trifluoromethyl-phenyl)-pyridine), OC1CNCC1 (3-hydroxypyrrolidine). Product: title compound, O1CCOC2=C1C=CC(=C2)SC2=C(C=C(C=C2)C2=CC(=NC=C2)N2C(CCC2)CO)C(F)(F)F ((1-(4-(4-(2,3-Dihydro-benzo(1,4)dioxin-6-ylsulfanyl)-3-trifluoromethyl-phenyl)-pyridin-2-yl)-pyrrolidin-2-yl)-methanol). As a reaction SMILES: [O:1]1[C:6]2[CH:7]=[CH:8][C:9]([S:11][C:12]3[CH:17]=[CH:16][C:15]([C:18]4[CH:23]=[CH:22][N:21]=[CH:20][CH:19]=4)=[CH:14][C:13]=3[C:24]([F:27])([F:26])[F:25])=[CH:10][C:5]=2[O:4][CH2:3][CH2:2]1.OC1CCNC1.[OH:34][CH2:35][C@H:36]1[CH2:40][CH2:39][CH2:38][NH:37]1>>[O:1]1[C:6]2[CH:7]=[CH:8][C:9]([S:11][C:12]3[CH:17]=[CH:16][C:15]([C:18]4[CH:19]=[CH:20][N:21]=[C:22]([N:37]5[CH2:38][CH2:39][CH2:40][CH:36]5[CH2:35][OH:34])[CH:23]=4)=[CH:14][C:13]=3[C:24]([F:25])([F:26])[F:27])=[CH:10][C:5]=2[O:4][CH2:3][CH2:2]1. Procedure: The title compound was prepared according to the procedures of Example 38E, substituting compound 76 with compound 118 (0.033 g, 0.0779 mmol) and 3-hydroxypyrrolidine with (R)-2-(hydroxymethyl)pyrrolidine. A yellow solid 120 was obtained (0.027 g, 55%). 1H-NMR (CDCl3, 400 MHz) δ 2.06-2.11 (m, 2H), 2.16-21 (m, 2H), 3.46-3.53 (m, 1H), 3.63-3.76 (m, 3H), 4.28-4.34 (m, 4H), 4.61-4.66 (m, 1H), 6.78 (s, 1H), 6.92 (dd, J=1.4 Hz, 6.9 Hz, 1H), 6.95 (d, J=8.4 Hz, 1H), 7.05 (dd, J=2.2 Hz, 8.0 Hz, 1H), 7.10... Starting materials: CCO, Cc1ccc([N+](=O)[O-])cc1Nc1cc(Cl)ncn1, OB(O)c1cncnc1. Yields the product Cc1ccc([N+](=O)[O-])cc1Nc1cc(-c2cncnc2)ncn1. Reaction SMILES: [CH3:28][CH2:29][OH:30].[Cl:1][c:2]1[cH:3][c:4]([NH:8][c:9]2[c:10]([CH3:18])[cH:11][cH:12][c:13]([N+:15](=[O:16])[O-:17])[cH:14]2)[n:5][cH:6][n:7]1.[OH:19][B:20]([c:21]1[cH:22][n:23][cH:24][n:25][cH:26]1)[OH:27]>>[c:2]1(-[c:21]2[cH:22][n:23][cH:24][n:25][cH:26]2)[cH:3][c:4]([NH:8][c:9]2[c:10]([CH3:18])[cH:11][cH:12][c:13]([N+:15](=[O:16])[O-:17])[cH:14]2)[n:5][cH:6][n:7]1. The reactants are ice water, S1C=NC=C1C1=CC=C(C=C1)CN(C[C@@H]([C@H](CC1=CC=CC=C1)NC([C@@H](NC(=O)OC)C(C)(C)C)=O)O)N (1-[4-(thiazol-5-yl)-phenyl]-4(S)-hydroxy-2-amino-5(S)-N-(N-methoxycarbonyl-(L)-tert-leucyl)amino-6-phenyl-2-azahexane), CN1CCOCC1 (NMM), COC(=O)N[C@@H](C(C)C)C(=O)O (N-methoxycarbonyl-(L)-valine), [B-](F)(F)(F)F.CN(C)C(=[N+](C)C)ON1C=CC=CC1=O (TPTU). The solvent is CN(C)C=O (DMF), CN(C)C=O (DMF). Reaction conditions: time 16 hour. Product: S1C=NC=C1C1=CC=C(C=C1)C(N(C[C@@H]([C@H](CC1=CC=CC=C1)NC([C@@H](NC(=O)OC)C(C)(C)C)=O)O)C([C@@H](NC(=O)OC)C(C)C)=O)N (1-[4-(Thiazol-5-yl)-phenyl]-4(S)-hydroxy-2-N-(N-methoxycarbonyl-(L)-valyl)-amino-5(S)-N-(N-methoxycarbonyl-(L)-tert-leucyl)amino-6-phenyl-2-azahexane). Reaction SMILES: [S:1]1[C:5]([C:6]2[CH:11]=[CH:10][C:9]([CH2:12][N:13](N)[CH2:14][C@H:15]([OH:37])[C@@H:16]([NH:24][C:25](=[O:36])[C@H:26]([C:32]([CH3:35])([CH3:34])[CH3:33])[NH:27][C:28]([O:30][CH3:31])=[O:29])[CH2:17][C:18]3[CH:23]=[CH:22][CH:21]=[CH:20][CH:19]=3)=[CH:8][CH:7]=2)=[CH:4][N:3]=[CH:2]1.C[N:40]1CCOCC1.[CH3:46][O:47][C:48]([NH:50][C@H:51]([C:55]([OH:57])=O)[CH:52]([CH3:54])[CH3:53])=[O:49].[B-](F)(F)(F)F.CN(C(ON1C(=O)C=CC=C1)=[N+](C)C)C>CN(C=O)C>[S:1]1[C:5]([C:6]2[CH:11]=[CH:10][C:9]([CH:12]([NH2:40])[N:13]([C:55](=[O:57])[C@H:51]([CH:52]([CH3:54])[CH3:53])[NH:50][C:48]([O:47][CH3:46])=[O:49])[CH2:14][C@H:15]([OH:37])[C@@H:16]([NH:24][C:25](=[O:36])[C@H:26]([C:32]([CH3:35])([CH3:34])[CH3:33])[NH:27][C:28]([O:30][CH3:31])=[O:29])[CH2:17][C:18]3[CH:23]=[CH:22][CH:21]=[CH:20][CH:19]=3)=[CH:8][CH:7]=2)=[CH:4][N:3]=[CH:2]1 |f:3.4|. Reported procedure: Under an argon atmosphere, 344 mg of 1-[4-(thiazol-5-yl)-phenyl]-4(S)-hydroxy-2-amino-5(S)-N-(N-methoxycarbonyl-(L)-tert-leucyl)amino-6-phenyl-2-azahexane and 191 μl (1.74 mmol) of NMM in 5.6 ml of DMF are added to 122 mg (0.696 mmol) of N-methoxycarbonyl-(L)-valine and 173 mg (0.58 mmol) of TPTU in 2.9 ml of DMF and the mixture is stirred at room temperature for 16 hours. The reaction mixture is poured into ice-water, stirred for 30 min and filtered. Column chromatography of the residue (SiO2 ;... Starting materials: NC1CCCCC1, O=C(Cl)c1ccccc1NS(=O)(=O)c1cccc2cccnc12. Product: O=C(NC1CCCCC1)c1ccccc1NS(=O)(=O)c1cccc2cccnc12. RXN SMILES: [NH2:1][CH:2]1[CH2:3][CH2:4][CH2:5][CH2:6][CH2:7]1.[n:8]1[cH:9][cH:10][cH:11][c:12]2[cH:13][cH:14][cH:15][c:16]([S:18](=[O:19])(=[O:20])[NH:21][c:22]3[c:23]([C:24](=[O:25])[Cl:26])[cH:27][cH:28][cH:29][cH:30]3)[c:17]12>>[NH:1]([CH:2]1[CH2:3][CH2:4][CH2:5][CH2:6][CH2:7]1)[C:24]([c:23]1[c:22]([NH:21][S:18]([c:16]2[cH:15][cH:14][cH:13][c:12]3[cH:11][cH:10][cH:9][n:8][c:17]32)(=[O:19])=[O:20])[cH:30][cH:29][cH:28][cH:27]1)=[O:25]. Starting materials: Cl, C1COCCO1, CC12CCC(=O)C=C1C(CO)CC1C2CCC2(C)C(C(=O)Nc3ccc(C(F)(F)F)cc3)CCC12. The product is C=C1CC2C(CCC3(C)C(C(=O)Nc4ccc(C(F)(F)F)cc4)CCC23)C2(C)CCC(=O)C=C12. RXN SMILES: [ClH:36].[O:37]1[CH2:38][CH2:39][O:40][CH2:41][CH2:42]1.[OH:1][CH2:2][CH:3]1[CH2:4][CH:5]2[CH:6]3[CH2:7][CH2:8][CH:9]([C:23](=[O:24])[NH:25][c:26]4[cH:27][cH:28][c:29]([C:32]([F:33])([F:34])[F:35])[cH:30][cH:31]4)[C:10]3([CH3:11])[CH2:12][CH2:13][CH:14]2[C:15]2([CH3:22])[CH2:16][CH2:17][C:18](=[O:21])[CH:19]=[C:20]12>>[CH2:2]=[C:3]1[CH2:4][CH:5]2[CH:6]3[CH2:7][CH2:8][CH:9]([C:23](=[O:24])[NH:25][c:26]4[cH:27][cH:28][c:29]([C:32]([F:33])([F:34])[F:35])[cH:30][cH:31]4)[C:10]3([CH3:11])[CH2:12][CH2:13][CH:14]2[C:15]2([CH3:22])[CH2:16][CH2:17][C:18](=[O:21])[CH:19]=[C:20]12.